From a dataset of the Open Reaction Database (ORD), a public repository of structured organic reaction records. describe an organic reaction: reactants, conditions, products, and yield Reaction SMILES: [Br:1][c:2]1[cH:3][cH:4][c:5]2[c:6]([Cl:13])[n:7][c:8]([Cl:12])[n:9][c:10]2[cH:11]1.[CH2:14]1[CH2:15][O:16][CH2:17][CH2:18][NH:19]1.[Cl:20][CH2:21][Cl:22]>>[Br:1][c:2]1[cH:3][cH:4][c:5]2[c:6]([N:19]3[CH2:14][CH2:15][O:16][CH2:17][CH2:18]3)[n:7][c:8]([Cl:12])[n:9][c:10]2[cH:11]1. The product is Clc1nc(N2CCOCC2)c2ccc(Br)cc2n1. Starting materials: Clc1nc(Cl)c2ccc(Br)cc2n1, C1COCCN1, ClCCl. Reactants: ClC(=CC(C)Cl)Cl (1,1,3-trichloro-1-butene), C[Si](OC(=CC(C)C)OCC)(C)C (1-trimethylsilyloxy-1-ethoxy-3-methyl-1-butene), C([C@@H]([C@@H]1C(=C(C(=O)O1)O)O)O)O (ester C), ketene acetal. Reagents/catalysts: [Cl-].[Zn+2].[Cl-] (zinc chloride). Solvent: C(Cl)Cl (methylene chloride), C(Cl)Cl (methylene chloride). Reaction conditions: time 67 hour. Yields the product ClC(=CC(C(C(=O)OCC)C(C)C)C)Cl (ethyl 5,5-dichloro-3-methyl-2-isopropyl-4-pentenoate). The yield is 62.0%. RXN SMILES: [Cl:1][C:2]([Cl:7])=CC(Cl)C.C[Si](C)(C)[O:10][C:11]([O:16][CH2:17][CH3:18])=[CH:12][CH:13]([CH3:15])[CH3:14].[CH2:21](O)[C@H:22](O)[C@H:23]1OC(=O)C(O)=C1O>C(Cl)Cl.[Cl-].[Zn+2].[Cl-]>[Cl:1][C:2]([Cl:7])=[CH:14][CH:13]([CH3:15])[CH:12]([CH:22]([CH3:23])[CH3:21])[C:11]([O:16][CH2:17][CH3:18])=[O:10] |f:4.5.6|. Procedure details: A 250 ml R.B. flask was equipped with a magnetic stirrer, reflux condenser, and N2 inlet tube. The glassware was dried thoroughly then charged with 23.91 g (0.15 mol) of 1,1,3-trichloro-1-butene, 30.36 g (0.15 mol) of 1-trimethylsilyloxy-1-ethoxy-3-methyl-1-butene, 100 ml of methylene chloride, and ~0.50 g of anhydrous zinc chloride. The reaction mixture was stirred at room temperature and monitored by infrared. The gradual disappearance of the ketene acetal C=C peak at 1675 cm-1 and the appeara... The reactants are O (water), C(CCC)(=O)C=1C=NC2=C(C=CC=C2C1NC1=C(C=CC=C1)C)OCCCSC (3-butyryl-4-(2-methylphenylamino)-8-(3-methylthiopropoxy)quinoline), [O-]Cl.[Na+] (NaOCl). Solvent: C(Cl)Cl (methylene chloride), C(Cl)Cl (methylene chloride). Conditions: time 4 hour. The product is C(CCC)C=1C=NC2=C(C=CC=C2C1NC1=C(C=CC=C1)C)OCCCS(=O)C (3-butyl-4-(2-methylphenylamino)-8(3-methylsulfinylpropoxy)quinoline). The yield is 53.0%. Reaction SMILES: [C:1]([C:6]1[CH:7]=[N:8][C:9]2[C:14]([C:15]=1[NH:16][C:17]1[CH:22]=[CH:21][CH:20]=[CH:19][C:18]=1[CH3:23])=[CH:13][CH:12]=[CH:11][C:10]=2[O:24][CH2:25][CH2:26][CH2:27][S:28][CH3:29])(=O)[CH2:2][CH2:3][CH3:4].[OH2:30].[O-]Cl.[Na+]>C(Cl)Cl>[CH2:1]([C:6]1[CH:7]=[N:8][C:9]2[C:14]([C:15]=1[NH:16][C:17]1[CH:22]=[CH:21][CH:20]=[CH:19][C:18]=1[CH3:23])=[CH:13][CH:12]=[CH:11][C:10]=2[O:24][CH2:25][CH2:26][CH2:27][S:28]([CH3:29])=[O:30])[CH2:2][CH2:3][CH3:4] |f:2.3|. Reported procedure: 3-butyryl-4-(2-methylphenylamino)-8-(3-methylthiopropoxy)quinoline (0.33 g, 0.8 mmol) was dissolved in methylene chloride (15 ml), 5 ml water was added and then a solution of 1.5 ml (1.09 mmol) of 5% NaOCl in 10 ml methylene chloride was added. The mixture was stirred for 4 h at room temperature. The organic phase was separated and evaporated. Chromatography with methylene chloride: methanol 95:5 as the eluent gave 0.18 g (53%) of the title compound. Starting materials: NC1=CC=C(C=C1)NC(=O)CC(=O)OCC (ethyl 4-aminophenylcarbamoylacetate), Cl.NO (hydroxylamine hydrochloride), [Na] (sodium). Solvent: CO (methanol). Run at time 2 hour. Product: Cl.NC1=CC=C(C=C1)NC(=O)CC(=O)NO (4-Amino-phenylcarbamoyl-acetohydroxamic acid hydrochloride). Yield: 64.0%. RXN SMILES: [NH2:1][C:2]1[CH:7]=[CH:6][C:5]([NH:8][C:9]([CH2:11][C:12]([O:14]CC)=O)=[O:10])=[CH:4][CH:3]=1.[ClH:17].[NH2:18][OH:19].[Na]>CO>[ClH:17].[NH2:1][C:2]1[CH:7]=[CH:6][C:5]([NH:8][C:9]([CH2:11][C:12]([NH:18][OH:19])=[O:14])=[O:10])=[CH:4][CH:3]=1 |f:1.2,5.6,^1:19|. Reported procedure: A mixture of 17.8 g (0.08 mol) of ethyl 4-aminophenylcarbamoylacetate, 7 g (0.1 mol) of hydroxylamine hydrochloride and 4.6 g (0.2 gram atom) of sodium in 250 ml of anhydrous methanol is left in contact for 2 hours at 20° C. The methanol is evaporated in vacuo, the residue is taken up in 100 ml of water and acidified with 6 N HCl and the product is filtered off. Recrystallisation from 80 ml of water gives CRL 40,472. Melting point 164°-165° C. (with decomposition). Yield: 64%. Reactants: O=C1CCC(=O)N1Br, CN(C)C=O, Cn1ccc(C=O)n1, [Na+], [OH-], O. Yields the product Cn1cc(Br)c(C=O)n1. Reaction SMILES: [Br:1][N:2]1[C:3](=[O:4])[CH2:5][CH2:6][C:7]1=[O:8].[CH3:20][N:21]([CH3:22])[CH:23]=[O:24].[CH3:9][n:10]1[n:11][c:12]([CH:15]=[O:16])[cH:13][cH:14]1.[Na+:19].[OH-:18].[OH2:17]>>[Br:1][c:13]1[c:12]([CH:15]=[O:16])[n:11][n:10]([CH3:9])[cH:14]1. Starting materials: C(C=C)[C@@]1(C(N([C@@H]([C@H](C1)C1=CC(=CC=C1)Cl)C1=CC=C(C=C1)Cl)[C@H](CN(S(=O)(=O)C1CC1)C)C(C)C)=O)C (N-((S)-2-((3S,5R,6S)-3-allyl-5-(3-chlorophenyl)-6-(4-chlorophenyl)-3-methyl-2-oxopiperidin-1-yl)-3-methylbutyl)-N-methylcyclopropanesulfonamide), I(=O)(=O)(=O)[O-].[Na+] (sodium periodate), O (water), C(CC(O)(C(=O)O)CC(=O)O)(=O)O (citric acid), C(C)(=O)OCC (ethyl acetate). The reagents and catalysts are O.[Ru](Cl)(Cl)Cl (ruthenium(III) chloride hydrate). Solvent: C(C)#N (acetonitrile), C(Cl)(Cl)(Cl)Cl (carbon tetrachloride). Conditions: time 8 hour. Product: ClC=1C=C(C=CC1)[C@H]1C[C@](C(N([C@@H]1C1=CC=C(C=C1)Cl)[C@H](CN(S(=O)(=O)C1CC1)C)C(C)C)=O)(C)CC(=O)O (2-((3R,5R,6S)-5-(3-chlorophenyl)-6-(4-chlorophenyl)-3-methyl-1-((S)-3-methyl-1-(N-methylcyclopropanesulfonamido)butan-2-yl)-2-oxopiperidin-3-yl)acetic acid). As a reaction SMILES: [CH2:1]([C@@:4]1(C)[CH2:9][C@H:8]([C:10]2[CH:15]=[CH:14][CH:13]=[C:12]([Cl:16])[CH:11]=2)[C@@H:7]([C:17]2[CH:22]=[CH:21][C:20]([Cl:23])=[CH:19][CH:18]=2)[N:6]([C@@H:24]([CH:34]([CH3:36])[CH3:35])[CH2:25][N:26]([CH3:33])[S:27]([CH:30]2[CH2:32][CH2:31]2)(=[O:29])=[O:28])[C:5]1=[O:37])C=C.I([O-])(=O)(=O)=O.[Na+].O.C(O)(=O)CC(CC(O)=O)(C(O)=O)O.[C:59]([O:62]CC)(=[O:61])[CH3:60]>C(#N)C.C(Cl)(Cl)(Cl)Cl.O.[Ru](Cl)(Cl)Cl>[Cl:16][C:12]1[CH:11]=[C:10]([C@@H:8]2[C@@H:7]([C:17]3[CH:22]=[CH:21][C:20]([Cl:23])=[CH:19][CH:18]=3)[N:6]([C@@H:24]([CH:34]([CH3:35])[CH3:36])[CH2:25][N:26]([CH3:33])[S:27]([CH:30]3[CH2:31][CH2:32]3)(=[O:28])=[O:29])[C:5](=[O:37])[C@:4]([CH2:60][C:59]([OH:62])=[O:61])([CH3:1])[CH2:9]2)[CH:15]=[CH:14][CH:13]=1 |f:1.2,8.9|. Reported procedure: A mixture of N-((S)-2-((3S,5R,6S)-3-allyl-5-(3-chlorophenyl)-6-(4-chlorophenyl)-3-methyl-2-oxopiperidin-1-yl)-3-methylbutyl)-N-methylcyclopropanesulfonamide (Example 295, Step A, 112.5 mg, 0.195 mmol), sodium periodate (170 mg, 0.795 mmol), and ruthenium(III) chloride hydrate (6 mg, 0.023 mmol) in acetonitrile (1.0 mL), carbon tetrachloride (1.0 mL), and water (1.5 mL) was vigorously stirred at ambient temperature overnight. The reaction mixture was acidified with aqueous citric acid (10% by wei... Starting materials: COc1cc(N)cc(OC)c1OC, CCOC(C)=O, O=[N+]([O-])c1ccc(O)cc1F. Product: COc1cc(Nc2cc(O)ccc2[N+](=O)[O-])cc(OC)c1OC. As a reaction SMILES: [CH3:12][O:13][c:14]1[cH:15][c:16]([NH2:17])[cH:18][c:19]([O:23][CH3:24])[c:20]1[O:21][CH3:22].[CH3:25][CH2:26][O:27][C:28](=[O:29])[CH3:30].[F:1][c:2]1[cH:3][c:4]([OH:11])[cH:5][cH:6][c:7]1[N+:8](=[O:9])[O-:10]>>[c:2]1([NH:17][c:16]2[cH:15][c:14]([O:13][CH3:12])[c:20]([O:21][CH3:22])[c:19]([O:23][CH3:24])[cH:18]2)[cH:3][c:4]([OH:11])[cH:5][cH:6][c:7]1[N+:8](=[O:9])[O-:10]. Reaction conditions: time 8 hour. Reported procedure: To a vigorously stirred solution of aluminium chloride (0.2 mole) in carbon disulphide (200 ml.) at 0° C was added a mixture of benzylacetone (0.1 mole) and p-chlorobenzoyl chloride (0.1 mole) throughout 20 minutes. After a further hour at 0° C, the reaction was allowed to reach room temperature and left overnight. The supernatant carbon disulphide was decanted off and the crude, brown residual oil, was poured carefully onto a mixture of ice and concentrated hydrochloric acid. Work-up in the usu... Reaction SMILES: [Cl-].[Al+3].[Cl-].[Cl-].[CH2:5]([CH2:12][C:13](=[O:15])[CH3:14])[C:6]1[CH:11]=[CH:10][CH:9]=[CH:8][CH:7]=1.[Cl:16][C:17]1[CH:25]=[CH:24][C:20]([C:21](Cl)=[O:22])=[CH:19][CH:18]=1>C(=S)=S>[Cl:16][C:17]1[CH:25]=[CH:24][C:20]([C:21]([C:9]2[CH:10]=[CH:11][C:6]([CH2:5][CH2:12][C:13](=[O:15])[CH3:14])=[CH:7][CH:8]=2)=[O:22])=[CH:19][CH:18]=1 |f:0.1.2.3|. Solvent: C(=S)=S (carbon disulphide). Product: ClC1=CC=C(C(=O)C2=CC=C(C=C2)CCC(C)=O)C=C1 (4-[4-(p-chlorobenzoyl)phenyl]-2-butanone). Starting materials: C(C1=CC=CC=C1)CC(C)=O (benzylacetone), ClC1=CC=C(C(=O)Cl)C=C1 (p-chlorobenzoyl chloride), [Cl-].[Al+3].[Cl-].[Cl-] (aluminium chloride). The reactants are BrCC([C@H](CC1=CC=C(C=C1)[N+](=O)[O-])NC(OC(C)(C)C)=O)=O ((S)-tert-butyl 4-bromo-1-(4-nitrophenyl)-3-oxobutan-2-ylcarbamate), S1C(=CC=C1)C(=O)N (thiophen-2-carboxamide), C(C)OCC (diethyl ether). Solvent: CC#N (CH3CN). Product: Br.[N+](=O)([O-])C1=CC=C(C=C1)C[C@H](N)C=1N=C(OC1)C=1SC=CC1 ((S)-2-(4-nitrophenyl)-1-[(thiophen-2-yl)oxazol-4-yl]ethanamine hydrobromide salt). RXN SMILES: [Br:1][CH2:2][C:3](=O)[C@@H:4]([NH:15]C(=O)OC(C)(C)C)[CH2:5][C:6]1[CH:11]=[CH:10][C:9]([N+:12]([O-:14])=[O:13])=[CH:8][CH:7]=1.[S:24]1[CH:28]=[CH:27][CH:26]=[C:25]1[C:29]([NH2:31])=[O:30].C(OCC)C>CC#N>[BrH:1].[N+:12]([C:9]1[CH:8]=[CH:7][C:6]([CH2:5][C@@H:4]([C:3]2[N:31]=[C:29]([C:25]3[S:24][CH:28]=[CH:27][CH:26]=3)[O:30][CH:2]=2)[NH2:15])=[CH:11][CH:10]=1)([O-:14])=[O:13] |f:4.5|. Procedure: A mixture of (S)-tert-butyl 4-bromo-1-(4-nitrophenyl)-3-oxobutan-2-ylcarbamate, 7, (38.7 g, 100 mmol), and thiophen-2-carboxamide (14 g, 110 mmol) (available from Alfa Aesar) in CH3CN (500 mL) is refluxed for 5 hours. The reaction mixture is cooled to room temperature and diethyl ether (200 mL) is added to the solution. The precipitate which forms is collected by filtration. The solid is dried under vacuum to afford the desired product which can be used for the next step without purification. The reactants are IC1=C(C=CC2=CC=C(C=C12)OC)[N+](=O)[O-] (1-iodo-7-methoxy-2-nitronaphthalene), [F-].[K+] (KF), FC(C(=O)[O-])(S(=O)(=O)F)F (2,2-difluoro-2-(fluorosulfonyl)acetate). Reagents/catalysts: [Cu]I (CuI). Run in CN(C=O)C (N,N-dimethylformamide). Reaction conditions: temperature 120 celsius, time 0.5 hour. Yields the product COC1=CC=C2C=CC(=C(C2=C1)C(F)(F)F)[N+](=O)[O-] (7-methoxy-2-nitro-1-(trifluoromethyl)naphthalene). Yield: 65.6%. Reaction SMILES: I[C:2]1[C:11]2[C:6](=[CH:7][CH:8]=[C:9]([O:12][CH3:13])[CH:10]=2)[CH:5]=[CH:4][C:3]=1[N+:14]([O-:16])=[O:15].[F-:17].[K+].[F:19][C:20]([F:28])(S(F)(=O)=O)C([O-])=O>CN(C)C=O.[Cu]I>[CH3:13][O:12][C:9]1[CH:10]=[C:11]2[C:6]([CH:5]=[CH:4][C:3]([N+:14]([O-:16])=[O:15])=[C:2]2[C:20]([F:28])([F:17])[F:19])=[CH:7][CH:8]=1 |f:1.2|. Procedure: The mixture of 1-iodo-7-methoxy-2-nitronaphthalene (3.7 g, 11.24 mmol), CuI (2.3 g, 12.08 mmol) and KF (1 g, 17.24 mmol) in N,N-dimethylformamide (50 ml) was stirred for 0.5 h at 120° C. before the addition of 2,2-difluoro-2-(fluorosulfonyl)acetate (2.3 g, 11.97 mmol). The resulting solution was stirred for another 0.5 h at 120° C. and then quenched by water (300 ml). The crude product was extracted with dichloromethane (3×100 ml) and the organic fractions were combined and washed by brine (3×15...